Dataset: the Open Reaction Database (ORD), a public repository of structured organic reaction records. Task: describe an organic reaction: reactants, conditions, products, and yield Starting materials: CC(=O)OCC1=C(N2[C@@H]([C@@H](C2=O)N)SC1)C(=O)O (7-ACA), ferric chloride, FC(C(=O)O)(F)F (trifluoroacetic acid), B(OC)(OC)OC (trimethyl borate). Run in S1(=O)(=O)CCCC1 (sulfolane). Reaction conditions: temperature 30 celsius. The product is desired product, NC1[C@@H]2N(C(=C(CS2)COC)C(=O)O)C1=O (7-amino-3-methoxymethyl-3-cephem-4-carboxylic acid). As a reaction SMILES: C[C:2]([O:4][CH2:5][C:6]1[CH2:15][S:14][C@@H:9]2[C@H:10]([NH2:13])[C:11](=[O:12])[N:8]2[C:7]=1[C:16]([OH:18])=[O:17])=O.FC(F)(F)C(O)=O.B(OC)(OC)OC>S1(CCCC1)(=O)=O>[NH2:13][CH:10]1[C:11](=[O:12])[N:8]2[C:7]([C:16]([OH:18])=[O:17])=[C:6]([CH2:5][O:4][CH3:2])[CH2:15][S:14][C@H:9]12. Procedure: To 10 ml of sulfolane were added 1.41 g of 7-ACA, 1.96 g of ferric chloride, 0.40 ml of trifluoroacetic acid and 1.95 ml of trimethyl borate. The mixture was heated at 30° C. for 5 hours to advance a reaction. After completion of the reaction, substantially the same procedure as in Example 1 was repeated, to thereby obtain the desired product, namely 7-amino-3-methoxymethyl-3-cephem-4-carboxylic acid. The amount of the desired product was 0.70 g. The yield of the desired product was 55%. The reactants are COC(=O)Cc1ccccc1OCc1ccc(OCCc2nc(-c3ccccc3)oc2C)nc1, CO, Cl, [Na+], C1CCOC1, [OH-], O. Yields the product Cc1oc(-c2ccccc2)nc1CCOc1ccc(COc2ccccc2CC(=O)O)cn1. As a reaction SMILES: [CH3:1][c:2]1[c:3]([CH2:13][CH2:14][O:15][c:16]2[cH:17][cH:18][c:19]([CH2:22][O:23][c:24]3[c:25]([CH2:30][C:31](=[O:32])[O:33][CH3:34])[cH:26][cH:27][cH:28][cH:29]3)[cH:20][n:21]2)[n:4][c:5](-[c:7]2[cH:8][cH:9][cH:10][cH:11][cH:12]2)[o:6]1.[CH3:44][OH:45].[ClH:42].[Na+:41].[O:35]1[CH2:36][CH2:37][CH2:38][CH2:39]1.[OH-:40].[OH2:43]>>[CH3:1][c:2]1[c:3]([CH2:13][CH2:14][O:15][c:16]2[cH:17][cH:18][c:19]([CH2:22][O:23][c:24]3[c:25]([CH2:30][C:31](=[O:32])[OH:33])[cH:26][cH:27][cH:28][cH:29]3)[cH:20][n:21]2)[n:4][c:5](-[c:7]2[cH:8][cH:9][cH:10][cH:11][cH:12]2)[o:6]1. Starting materials: ClC1=C(C(=CC=C1)Cl)C1=NOC(=C1C=O)C(=O)Cl (3-(2,6-dichlorophenyl)-4-formyl-5-isoxazolecarbonyl chloride), NCCCCCN1CCC(CC1)C=1C=C(C=CC1)NC(C(C)CC)=O (N-{3-[1-(5-aminopentyl)-4-piperidinyl]phenyl}-2-ethylpropanamide), TEA. Run in C1CCOC1 (THF). Run at time 12 hour. Product: ClC1=C(C(=CC=C1)Cl)C1=NOC(=C1C(=O)NCCCCCN1CCC(CC1)C1=CC(=CC=C1)NC(C(C)C)=O)C (3-(2,6-DICHLOROPHENYL)-N-(5-{4-[3-(ISOBUTYRYLAMINO)PHENYL]-1-PIPERIDINYL}PENTYL)-5-METHYL-4-ISOXAZOLECARBOXAMIDE). The yield is 59.2%. Reaction SMILES: [Cl:1][C:2]1[CH:7]=[CH:6][CH:5]=[C:4]([Cl:8])[C:3]=1[C:9]1[C:13]([CH:14]=[O:15])=[C:12]([C:16](Cl)=O)[O:11][N:10]=1.[NH2:19][CH2:20][CH2:21][CH2:22][CH2:23][CH2:24][N:25]1[CH2:30][CH2:29][CH:28]([C:31]2[CH:32]=[C:33]([NH:37][C:38](=[O:43])[CH:39]([CH2:41]C)[CH3:40])[CH:34]=[CH:35][CH:36]=2)[CH2:27][CH2:26]1>C1COCC1>[Cl:8][C:4]1[CH:5]=[CH:6][CH:7]=[C:2]([Cl:1])[C:3]=1[C:9]1[C:13]([C:14]([NH:19][CH2:20][CH2:21][CH2:22][CH2:23][CH2:24][N:25]2[CH2:26][CH2:27][CH:28]([C:31]3[CH:36]=[CH:35][CH:34]=[C:33]([NH:37][C:38](=[O:43])[CH:39]([CH3:40])[CH3:41])[CH:32]=3)[CH2:29][CH2:30]2)=[O:15])=[C:12]([CH3:16])[O:11][N:10]=1. Reported procedure: A mixture of 3-(2,6-dichlorophenyl)-4-formyl-5-isoxazolecarbonyl chloride (69.0 mg, 0.250 mmol), N-{3-[1-(5-aminopentyl)-4-piperidinyl]phenyl}-2-ethylpropanamide (44.0 mg, 0.150 mmol), TEA (30.0 mg, 0.300 mmol) in THF (2 mL) was stirred for 12 h at room temperature. The crude product was purified by preparative TLC using CH2Cl2/MeOH/isopropyl amine (19:1:0.2) to give the desired product (52 mg, 67%). 1H NMR (400 MHz, CDCl3) δ 7.52–7.49 (m, 2H), 7.49–7.41 (m, 2H), 7.39–7.31 (m, 2H), 7.29–7.21 (m,... The reactants are CCCC[Sn](CCCC)(CCCC)c1ccccn1, CC1(C)OC(=O)c2c(cccc2OS(=O)(=O)C(F)(F)F)O1, CN(C)C=O, [Cl-], [Li+], C1COCCO1, O. Product: CC1(C)OC(=O)c2c(cccc2-c2ccccn2)O1. Reaction SMILES: [CH2:22]([Sn:23]([CH2:24][CH2:25][CH2:26][CH3:33])([c:27]1[n:28][cH:29][cH:30][cH:31][cH:32]1)[CH2:34][CH2:35][CH2:36][CH3:37])[CH2:38][CH2:39][CH3:40].[CH3:1][C:2]1([CH3:21])[O:3][C:4](=[O:20])[c:5]2[c:6]([cH:8][cH:9][cH:10][c:11]2[O:12][S:13]([C:14]([F:15])([F:16])[F:17])(=[O:18])=[O:19])[O:7]1.[CH3:43][N:44]([CH3:45])[CH:46]=[O:47].[Cl-:42].[Li+:41].[O:48]1[CH2:49][CH2:50][O:51][CH2:52][CH2:53]1.[OH2:54]>>[CH3:1][C:2]1([CH3:21])[O:3][C:4](=[O:20])[c:5]2[c:6]([cH:8][cH:9][cH:10][c:11]2-[c:27]2[n:28][cH:29][cH:30][cH:31][cH:32]2)[O:7]1.